From a dataset of the Open Reaction Database (ORD), a public repository of structured organic reaction records. describe an organic reaction: reactants, conditions, products, and yield Reactants: C(C)(C)(C)OC(=O)N1CCC(CC1)C(O)C=1SC(=CC1)F (4-[(5-fluoro-thiophen-2-yl)-hydroxy-methyl]-piperidine-1-carboxylic acid tert-butyl ester). Solvent: CC#N (MeCN). The product is C(C)(C)(C)OC(=O)N1CCC(CC1)C(=O)C=1SC(=CC1)F (4-(5-Fluoro-thiophene-2-carbonyl)-piperidine-1-carboxylic acid tert-butyl ester). Reaction SMILES: [C:1]([O:5][C:6]([N:8]1[CH2:13][CH2:12][CH:11]([CH:14]([C:16]2[S:17][C:18]([F:21])=[CH:19][CH:20]=2)[OH:15])[CH2:10][CH2:9]1)=[O:7])([CH3:4])([CH3:3])[CH3:2]>CC#N>[C:1]([O:5][C:6]([N:8]1[CH2:13][CH2:12][CH:11]([C:14]([C:16]2[S:17][C:18]([F:21])=[CH:19][CH:20]=2)=[O:15])[CH2:10][CH2:9]1)=[O:7])([CH3:4])([CH3:2])[CH3:3]. Procedure details: From 4-[(5-fluoro-thiophen-2-yl)-hydroxy-methyl]-piperidine-1-carboxylic acid tert-butyl ester (968 mg) by procedure E.2. MeCN (0.6 ml) was added to the reaction mixture. Yield: 577 mg (60%). Light brown gum. MS (m/z): 336.4 ([M+Na]+).